Dataset: the Open Reaction Database (ORD), a public repository of structured organic reaction records. Task: describe an organic reaction: reactants, conditions, products, and yield Reactants: N1=CC(=CC=C1)OCCO (2-(3-pyridyloxy)ethanol), (2R)-methylpiperazine, Cl (HCl), ClC=1C(=NC=CN1)N1[C@H](CN(CC1)C(=O)OC(C)(C)C)C (3-chloro-2-[4-tert-butoxycarbonyl-(2S)-methyl-1-piperazinyl]pyrazine), (2S)-methylpiperazine. The product is Cl.C[C@@H]1N(CCNC1)C1=NC=CN=C1OCCOC=1C=NC=CC1 ((2S)-Methyl-1-{3-[2-(3-pyridinyloxy)ethoxy]-2-pyrazinyl}piperazine, Hydrochloride). Yield: 58.0%. Reaction SMILES: [N:1]1[CH:6]=[CH:5][CH:4]=[C:3]([O:7][CH2:8][CH2:9][OH:10])[CH:2]=1.[Cl:11][C:12]1[C:13]([N:18]2[CH2:23][CH2:22][N:21](C(OC(C)(C)C)=O)[CH2:20][C@@H:19]2[CH3:31])=[N:14][CH:15]=[CH:16][N:17]=1.Cl>>[ClH:11].[CH3:31][C@H:19]1[CH2:20][NH:21][CH2:22][CH2:23][N:18]1[C:13]1[C:12]([O:10][CH2:9][CH2:8][O:7][C:3]2[CH:2]=[N:1][CH:6]=[CH:5][CH:4]=2)=[N:17][CH:16]=[CH:15][N:14]=1 |f:3.4|. Procedure: The title compound was prepared starting from 2-(3-pyridyloxy)ethanol (from Example 150, Step 1) and 3-chloro-2-[4-tert-butoxycarbonyl-(2S)-methyl-1-piperazinyl]pyrazine (prepared according to the procedure of Example 172, Step 2, with the exception that (2S)-methylpiperazine was substituted for (2R)-methylpiperazine) MS m/z 316 (M+H)+ Yield 58%; mp 170-172° C. Anal. (C16H21N5O2.1.45 HCl) C, H, N.